This data is from the Open Reaction Database (ORD), a public repository of structured organic reaction records. The task is: describe an organic reaction: reactants, conditions, products, and yield Reactants: C1=CC=CC=2C3=CC=CC=C3NC12 (9H-carbazole), IC1=CC=C(C=C1)OC (4-iodoanisole), C([O-])([O-])=O.[K+].[K+] (potassium carbonate), C1COCCOCCOCCOCCOCCO1 (18-crown-6). Run in ClC1=C(C=CC=C1)Cl (o-dichlorobenzene). Procedure: A mixture of 9H-carbazole (5.51 g, 33 mmol, available from Aldrich, Milwaukee, Wis.), 4-iodoanisole (10 g, 43 mmol, available from Aldrich), powdered potassium carbonate (36.43 g, 264 mmol), copper powder (8.38 g, 132 mmol) and 18-crown-6 (1,4,7,10,13,16-hexaoxacyclooctadecane, 0.56 g, 2.1 mmol, obtained from Aldrich) was refluxed in o-dichlorobenzene (30 ml, obtained from Aldrich) under nitrogen for 24 hours. The copper and inorganic salts were filtered. The solvent was removed by distillation.... Reagents/catalysts: [Cu] (copper). Yields the product COC1=CC=C(C=C1)N1C2=CC=CC=C2C=2C=CC=CC12 (9-(4-Methoxyphenyl)carbazole). Reaction SMILES: [CH:1]1[C:13]2[NH:12][C:11]3[C:6](=[CH:7][CH:8]=[CH:9][CH:10]=3)[C:5]=2[CH:4]=[CH:3][CH:2]=1.I[C:15]1[CH:20]=[CH:19][C:18]([O:21][CH3:22])=[CH:17][CH:16]=1.C(=O)([O-])[O-].[K+].[K+].C1OCCOCCOCCOCCOCCOC1>ClC1C=CC=CC=1Cl.[Cu]>[CH3:22][O:21][C:18]1[CH:19]=[CH:20][C:15]([N:12]2[C:11]3[CH:10]=[CH:9][CH:8]=[CH:7][C:6]=3[C:5]3[C:13]2=[CH:1][CH:2]=[CH:3][CH:4]=3)=[CH:16][CH:17]=1 |f:2.3.4|. Reactants: Cc1ccc(Br)c(Cl)c1, ClC(Cl)(Cl)Cl, O=C(OOC(=O)c1ccccc1)c1ccccc1, O=C1CCC(=O)N1Br. Yields the product Clc1cc(CBr)ccc1Br. Reaction SMILES: [Br:27][c:28]1[c:29]([Cl:35])[cH:30][c:31]([CH3:34])[cH:32][cH:33]1.[C:36]([Cl:37])([Cl:38])([Cl:39])[Cl:40].[C:9]([O:10][O:11][C:12](=[O:13])[c:14]1[cH:15][cH:16][cH:17][cH:18][cH:19]1)(=[O:20])[c:21]1[cH:22][cH:23][cH:24][cH:25][cH:26]1.[O:1]=[C:2]1[N:3]([Br:8])[C:4](=[O:5])[CH2:6][CH2:7]1>>[Br:8][CH2:34][c:31]1[cH:30][c:29]([Cl:35])[c:28]([Br:27])[cH:33][cH:32]1. Reactants: CC(C)(C)OC(=O)N1C2CCC(C(O)C2O)C1C(=O)N1CCCC1C#N, ClC(Cl)Cl, Cl, C1COCCO1. Product: N#CC1CCCN1C(=O)C1NC2CCC1C(O)C2O, Cl. Reaction SMILES: [C:1](#[N:2])[CH:3]1[N:4]([C:8](=[O:9])[CH:10]2[N:11]([C:20]([O:21][C:22]([CH3:23])([CH3:24])[CH3:25])=[O:26])[CH:12]3[CH:13]([OH:19])[CH:14]([OH:18])[CH:15]2[CH2:16][CH2:17]3)[CH2:5][CH2:6][CH2:7]1.[CH:28]([Cl:29])([Cl:30])[Cl:31].[ClH:27].[O:32]1[CH2:33][CH2:34][O:35][CH2:36][CH2:37]1>>[C:1](#[N:2])[CH:3]1[N:4]([C:8](=[O:9])[CH:10]2[NH:11][CH:12]3[CH:13]([OH:19])[CH:14]([OH:18])[CH:15]2[CH2:16][CH2:17]3)[CH2:5][CH2:6][CH2:7]1.[ClH:27]. Reactants: ( B ), NC1=C(C=NN1C1=C(C=CC=C1F)F)C#N (5-amino-1-(2,6-difluorophenyl)-1H-pyrazole-4-carbonitrile). Solvent: Cl (HCl). The product is FC1=C(C(=CC=C1)F)N1N=CC=C1N (1-(2,6-difluorophenyl)-1H-pyrazol-5-amine). RXN SMILES: [NH2:1][C:2]1[N:6]([C:7]2[C:12]([F:13])=[CH:11][CH:10]=[CH:9][C:8]=2[F:14])[N:5]=[CH:4][C:3]=1C#N>Cl>[F:13][C:12]1[CH:11]=[CH:10][CH:9]=[C:8]([F:14])[C:7]=1[N:6]1[C:2]([NH2:1])=[CH:3][CH:4]=[N:5]1. Procedure: To a solution of 1-(2,6-difluorophenyl)hydrazine hydrochloride (12.38 g, 68.56 mmol) in anhydrous ethanol (70 mL) was added 2-(ethoxymethylene)malononitrile (8.791 g, 71.98 mmol) followed by triethylamine (10.01 mL, 71.98 mmol), and the contents stirred at RT for 10 min and then heated to reflux for 1.5 h. The contents were cooled to RT and solvents removed under reduced pressure. The resulting brown solid was stirred with 50 mL of water and 250 mL of EtOAc. The EtOAc layer was separated, washed... The reactants are CCc1cc(-c2nc(-c3cc(C)c(O)c(CC)c3)no2)cc(C)n1, C1CCOC1, Cc1ccccc1, OCC1CO1, CCOC(=O)N=NC(=O)OCC, c1ccc(P(c2ccccc2)c2ccccc2)cc1. Yields the product CCc1cc(-c2nc(-c3cc(C)c(OCC4CO4)c(CC)c3)no2)cc(C)n1. Reaction SMILES: [CH2:1]([CH3:2])[c:3]1[c:4]([OH:24])[c:5]([CH3:23])[cH:6][c:7](-[c:9]2[n:10][o:11][c:12](-[c:14]3[cH:15][c:16]([CH2:21][CH3:22])[n:17][c:18]([CH3:20])[cH:19]3)[n:13]2)[cH:8]1.[CH2:61]1[O:62][CH2:63][CH2:64][CH2:65]1.[CH3:66][c:67]1[cH:68][cH:69][cH:70][cH:71][cH:72]1.[CH:44]1([CH2:45][OH:46])[CH2:47][O:48]1.[O:49]=[C:50]([O:51][CH2:52][CH3:53])[N:54]=[N:55][C:56]([O:57][CH2:58][CH3:59])=[O:60].[c:25]1([P:26]([c:27]2[cH:28][cH:29][cH:30][cH:31][cH:32]2)[c:33]2[cH:34][cH:35][cH:36][cH:37][cH:38]2)[cH:39][cH:40][cH:41][cH:42][cH:43]1>>[CH2:1]([CH3:2])[c:3]1[c:4]([O:24][CH2:45][CH:44]2[CH2:47][O:48]2)[c:5]([CH3:23])[cH:6][c:7](-[c:9]2[n:10][o:11][c:12](-[c:14]3[cH:15][c:16]([CH2:21][CH3:22])[n:17][c:18]([CH3:20])[cH:19]3)[n:13]2)[cH:8]1. Starting materials: O=C([O-])O, CC1CCCN1CCCOc1ccc(-n2cc(NC(=O)CCC(=O)O)cn2)cc1, CC(=O)OC(C)=O, [Na+]. The product is CC1CCCN1CCCOc1ccc(-n2cc(N3C(=O)CCC3=O)cn2)cc1. RXN SMILES: [C:37](=[O:38])([OH:39])[O-:40].[CH3:1][CH:2]1[N:3]([CH2:7][CH2:8][CH2:9][O:10][c:11]2[cH:12][cH:13][c:14](-[n:17]3[n:18][cH:19][c:20]([NH:22][C:23]([CH2:24][CH2:25][C:26](=[O:27])[OH:28])=[O:29])[cH:21]3)[cH:15][cH:16]2)[CH2:4][CH2:5][CH2:6]1.[CH3:30][C:31]([O:32][C:33](=[O:34])[CH3:35])=[O:36].[Na+:41]>>[CH3:1][CH:2]1[N:3]([CH2:7][CH2:8][CH2:9][O:10][c:11]2[cH:12][cH:13][c:14](-[n:17]3[n:18][cH:19][c:20]([N:22]4[C:23](=[O:29])[CH2:24][CH2:25][C:26]4=[O:28])[cH:21]3)[cH:15][cH:16]2)[CH2:4][CH2:5][CH2:6]1. Reported procedure: 2-(8-Fluoroimidazo[1,2-α]pyridin-7-yl)propan-2-ol (145 mg, 0.75 mmol) and 2-(5-bromopyridin-3-yl)-5-fluorobenzonitrile (208 mg, 0.75 mmol) were coupled following the procedure in Example 23 to afford 5-fluoro-2-{5-[8-fluoro-7-(2-hydroxyprop-2-yl)imidazo[1,2-α]pyridin-3-yl]pyridin-3-yl}benzonitrile (152 mg, 52%) as a white solid: δH (500 MHz, DMSO) 1.59 (6H, s), 5.57 (1H, s), 7.23 (1H, dd, J 7 and 7), 7.80 (1H, ddd, J 9, 9 and 3), 7.91-7.94 (1H, m), 7.99 (1H, s), 8.08 (1H, dd, J 9 and 3), 8.41 (1... Reaction SMILES: [F:1][C:2]1[C:3]2[N:4]([CH:12]=[CH:13][N:14]=2)[CH:5]=[CH:6][C:7]=1[C:8]([OH:11])([CH3:10])[CH3:9].Br[C:16]1[CH:17]=[C:18]([C:22]2[CH:29]=[CH:28][C:27]([F:30])=[CH:26][C:23]=2[C:24]#[N:25])[CH:19]=[N:20][CH:21]=1>>[F:30][C:27]1[CH:28]=[CH:29][C:22]([C:18]2[CH:19]=[N:20][CH:21]=[C:16]([C:12]3[N:4]4[CH:5]=[CH:6][C:7]([C:8]([OH:11])([CH3:10])[CH3:9])=[C:2]([F:1])[C:3]4=[N:14][CH:13]=3)[CH:17]=2)=[C:23]([CH:26]=1)[C:24]#[N:25]. The yield is 51.9%. Product: FC=1C=CC(=C(C#N)C1)C=1C=NC=C(C1)C1=CN=C2N1C=CC(=C2F)C(C)(C)O (5-fluoro-2-{5-[8-fluoro-7-(2-hydroxyprop-2-yl)imidazo[1,2-α]pyridin-3-yl]pyridin-3-yl}benzonitrile). The reactants are FC=1C=2N(C=CC1C(C)(C)O)C=CN2 (2-(8-Fluoroimidazo[1,2-α]pyridin-7-yl)propan-2-ol), BrC=1C=C(C=NC1)C1=C(C#N)C=C(C=C1)F (2-(5-bromopyridin-3-yl)-5-fluorobenzonitrile). Starting materials: C1CCOC1, CCCC[N+](CCCC)(CCCC)CCCC, COC(=O)N=C(SC)C(=Nc1ccc(-c2noc(C)n2)cc1)c1ccc(OC)c(O[Si](C(C)C)(C(C)C)C(C)C)c1, CCOC(C)=O, [Cl-], [F-], [NH4+]. The product is COC(=O)N=C(SC)C(=Nc1ccc(-c2noc(C)n2)cc1)c1ccc(OC)c(O)c1. As a reaction SMILES: [CH2:50]1[O:51][CH2:52][CH2:53][CH2:54]1.[CH2:56]([N+:57]([CH2:58][CH2:59][CH2:60][CH3:61])([CH2:62][CH2:63][CH2:64][CH3:65])[CH2:66][CH2:67][CH2:68][CH3:69])[CH2:70][CH2:71][CH3:72].[CH3:1][O:2][C:3]([N:4]=[C:5]([C:6](=[N:7][c:8]1[cH:9][cH:10][c:11](-[c:14]2[n:15][o:16][c:17]([CH3:19])[n:18]2)[cH:12][cH:13]1)[c:20]1[cH:21][c:22]([O:28][Si:29]([CH:30]([CH3:31])[CH3:32])([CH:33]([CH3:34])[CH3:35])[CH:36]([CH3:37])[CH3:38])[c:23]([O:26][CH3:27])[cH:24][cH:25]1)[S:39][CH3:40])=[O:41].[CH3:44][CH2:45][O:46][C:47](=[O:48])[CH3:49].[Cl-:42].[F-:55].[NH4+:43]>>[CH3:1][O:2][C:3]([N:4]=[C:5]([C:6](=[N:7][c:8]1[cH:9][cH:10][c:11](-[c:14]2[n:15][o:16][c:17]([CH3:19])[n:18]2)[cH:12][cH:13]1)[c:20]1[cH:21][c:22]([OH:28])[c:23]([O:26][CH3:27])[cH:24][cH:25]1)[S:39][CH3:40])=[O:41].